Dataset: the Open Reaction Database (ORD), a public repository of structured organic reaction records. Task: describe an organic reaction: reactants, conditions, products, and yield The reactants are CC(C)CC(O)C(=O)N(C)Cc1c(N)ccc(C(=O)O)c1C(C)(C)C, ClCCl, O=C(O)C(F)(F)F. Yields the product O=C(O)C(F)(F)F, CC(C)CC(O)C(=O)N(C)Cc1cc(C(=O)O)ccc1N. Reaction SMILES: [C:1]([CH3:2])([CH3:3])([CH3:4])[c:5]1[c:6]([C:7](=[O:8])[OH:9])[cH:10][cH:11][c:12]([NH2:25])[c:13]1[CH2:14][N:15]([CH3:16])[C:17]([CH:18]([CH2:19][CH:20]([CH3:21])[CH3:22])[OH:23])=[O:24].[Cl:33][CH2:34][Cl:35].[F:26][C:27]([C:28](=[O:29])[OH:30])([F:31])[F:32]>>[F:26][C:27]([C:28](=[O:29])[OH:30])([F:31])[F:32].[cH:5]1[c:6]([C:7](=[O:8])[OH:9])[cH:10][cH:11][c:12]([NH2:25])[c:13]1[CH2:14][N:15]([CH3:16])[C:17]([CH:18]([CH2:19][CH:20]([CH3:21])[CH3:22])[OH:23])=[O:24]. The reactants are COCOc1cccc(C(NCCc2ccccc2)C2CCCCC2O)c1, CC(=O)O, CO, [H][H]. Product: CNC(c1cccc(OCOC)c1)C1CCCCC1O. RXN SMILES: [CH2:1]([c:2]1[cH:3][cH:4][cH:5][cH:6][cH:7]1)[CH2:8][NH:9][CH:10]([c:11]1[cH:12][c:13]([O:17][CH2:18][O:19][CH3:20])[cH:14][cH:15][cH:16]1)[CH:21]1[CH:22]([OH:27])[CH2:23][CH2:24][CH2:25][CH2:26]1.[CH3:28][C:29](=[O:30])[OH:31].[CH3:34][OH:35].[H:32][H:33]>>[CH3:8][NH:9][CH:10]([c:11]1[cH:12][c:13]([O:17][CH2:18][O:19][CH3:20])[cH:14][cH:15][cH:16]1)[CH:21]1[CH:22]([OH:27])[CH2:23][CH2:24][CH2:25][CH2:26]1.